From a dataset of the Open Reaction Database (ORD), a public repository of structured organic reaction records. describe an organic reaction: reactants, conditions, products, and yield Reactants: COC(=O)C=Cc1c(Br)nc(C)n1Cc1ccc(Cl)cc1Cl, CO, Cl, [Na+], [OH-]. Yields the product Cc1nc(Br)c(C=CC(=O)O)n1Cc1ccc(Cl)cc1Cl. As a reaction SMILES: [Br:1][c:2]1[n:3][c:4]([CH3:22])[n:5]([CH2:13][c:14]2[c:15]([Cl:21])[cH:16][c:17]([Cl:20])[cH:18][cH:19]2)[c:6]1[CH:7]=[CH:8][C:9](=[O:10])[O:11][CH3:12].[CH3:26][OH:27].[ClH:25].[Na+:24].[OH-:23]>>[Br:1][c:2]1[n:3][c:4]([CH3:22])[n:5]([CH2:13][c:14]2[c:15]([Cl:21])[cH:16][c:17]([Cl:20])[cH:18][cH:19]2)[c:6]1[CH:7]=[CH:8][C:9](=[O:10])[OH:11]. Reactants: 1(b), COC1=C(CN2C(CC2(C(=O)OCC)C(=O)OCC)=O)C=CC(=C1)OC (diethyl 1-(2,4-dimethoxybenzyl)-2-oxoazetidine-4,4-dicarboxylate), S(=O)(=O)([O-])OOS(=O)(=O)[O-].[K+].[K+] (potassium persulfate), P(=O)([O-])([O-])[O-].[K+].[K+].[K+] (potassium phosphate). Solvent: C(C)#N (acetonitrile), O (water). Run at temperature 65 celsius, time 1 hour. The product is O=C1NC(C1)(C(=O)OCC)C(=O)OCC (diethyl 2-oxoazetidine-4,4-dicarboxylate). Reaction SMILES: COC1C=C(OC)C=CC=1C[N:6]1[C:9]([C:15]([O:17][CH2:18][CH3:19])=[O:16])([C:10]([O:12][CH2:13][CH3:14])=[O:11])[CH2:8][C:7]1=[O:20].S(OOS([O-])(=O)=O)([O-])(=O)=O.[K+].[K+].P([O-])([O-])([O-])=O.[K+].[K+].[K+]>C(#N)C.O>[O:20]=[C:7]1[CH2:8][C:9]([C:15]([O:17][CH2:18][CH3:19])=[O:16])([C:10]([O:12][CH2:13][CH3:14])=[O:11])[NH:6]1 |f:1.2.3,4.5.6.7|. Procedure: 1(b) 17.4 g of diethyl 1-(2,4-dimethoxybenzyl)-2-oxoazetidine-4,4-dicarboxylate (prepared as described above) were dissolved in a mixture of 350 ml of acetonitrile and 350 ml of water. 11.2 g of potassium persulfate and 37.4 g of dibasic potassium phosphate were then added to the resulting solution, and the mixture was stirred at 65° C. for 1 hour. At the end of this time, insoluble materials were filtered off and the filtrate was freed from the solvent by evaporation under reduced pressure. The... Starting materials: CO, NC(Cc1ccc(Br)cc1)C(=O)O, O=S(Cl)Cl. Yields the product COC(=O)C(N)Cc1ccc(Br)cc1. RXN SMILES: [CH3:18][OH:19].[NH2:1][CH:2]([C:3](=[O:4])[OH:5])[CH2:6][c:7]1[cH:8][cH:9][c:10]([Br:13])[cH:11][cH:12]1.[S:14]([Cl:15])([Cl:16])=[O:17]>>[NH2:1][CH:2]([C:3](=[O:4])[O:5][CH3:18])[CH2:6][c:7]1[cH:8][cH:9][c:10]([Br:13])[cH:11][cH:12]1. Reactants: CC(Cl)c1cccnc1, OC1=C(N2CCOCC2)C=CC=C1. The reagents and catalysts are O=C([O-])[O-].[Cs+].[Cs+] (cesium carbonate), [I-].[K+] (potassium iodide). Run in CN(C)C=O (DMF), CN(C)C=O (dmf), CN(C)C=O (DMF). Conditions: temperature 70 celsius, time 16 hour. Product: CC(C%17=CC=CN=C%17)OC%18=C(N%19CCOCC%19)C=CC=C%18. Reactants: C[Si](C1=CC(=CO1)C=O)(C)C (5-Trimethylsilyl-3-furaldehyde), C(Br)(Br)(Br)Br (carbon tetrabromide), C1(=CC=CC=C1)P(C1=CC=CC=C1)C1=CC=CC=C1 (triphenylphosphine). Solvent: ClCCl (dichloromethane). Yields the product BrC(=CC1=COC(=C1)[Si](C)(C)C)Br (3-(2,2-dibromoethenyl)-5-trimethylsilylfuran). As a reaction SMILES: [CH3:1][Si:2]([CH3:11])([CH3:10])[C:3]1[O:7][CH:6]=[C:5]([CH:8]=O)[CH:4]=1.[C:12](Br)(Br)([Br:14])[Br:13].C1(P(C2C=CC=CC=2)C2C=CC=CC=2)C=CC=CC=1>ClCCl>[Br:13][C:12]([Br:14])=[CH:8][C:5]1[CH:4]=[C:3]([Si:2]([CH3:11])([CH3:10])[CH3:1])[O:7][CH:6]=1. Procedure: 5-Trimethylsilyl-3-furaldehyde is treated with carbon tetrabromide and triphenylphosphine in dichloromethane at 0° to give 3-(2,2-dibromoethenyl)-5-trimethylsilylfuran. Treating with n-butyl lithium and a protected iodoalcohol I(CH2)8 --OSI(CH3)2 t-Bu, which is 8-iodo-0-t-butyldimethylsilyloctan-1-ol, and hexamethylphosphoramide gives 3-[t-Bu(CH3)2SiO--(CH2)8C≡C]-5-trimethylsilylfuran which is hydrogenated and treated with acetic acid to give 3-(10-hydroxydecyl)-5-trimethylsilylfuran.